Task: describe an organic reaction: reactants, conditions, products, and yield. Dataset: the Open Reaction Database (ORD), a public repository of structured organic reaction records Reactants: C1CCOC1, CI, Cn1nnc(N(Cc2cc(C(F)(F)F)cc(C(F)(F)F)c2)Cc2cc(C(F)(F)F)ccc2C2(O)CCC2)n1, [H-], [Na+]. Yields the product COC1(c2ccc(C(F)(F)F)cc2CN(Cc2cc(C(F)(F)F)cc(C(F)(F)F)c2)c2nnn(C)n2)CCC1. Reaction SMILES: [CH2:43]1[O:44][CH2:45][CH2:46][CH2:47]1.[CH3:41][I:42].[F:1][C:2]([c:3]1[cH:4][c:5]([CH2:6][N:7]([c:8]2[n:9][n:10][n:11]([CH3:13])[n:12]2)[CH2:14][c:15]2[c:16]([C:25]3([OH:29])[CH2:26][CH2:27][CH2:28]3)[cH:17][cH:18][c:19]([C:21]([F:22])([F:23])[F:24])[cH:20]2)[cH:30][c:31]([C:33]([F:34])([F:35])[F:36])[cH:32]1)([F:37])[F:38].[H-:39].[Na+:40]>>[F:1][C:2]([c:3]1[cH:4][c:5]([CH2:6][N:7]([c:8]2[n:9][n:10][n:11]([CH3:13])[n:12]2)[CH2:14][c:15]2[c:16]([C:25]3([O:29][CH3:41])[CH2:26][CH2:27][CH2:28]3)[cH:17][cH:18][c:19]([C:21]([F:22])([F:23])[F:24])[cH:20]2)[cH:30][c:31]([C:33]([F:34])([F:35])[F:36])[cH:32]1)([F:37])[F:38]. Starting materials: C=CC=CC(C)C(O)C(C)C(O[Si](C)(C)C(C)(C)C)C(C)CC(C)=CC(C)C(O[Si](C)(C)C(C)(C)C)C(C)CNC, O=C(O)CC1CCCCC1, CCN(C(C)C)C(C)C, CN(C)C=O. The product is C=CC=CC(C)C(O)C(C)C(O[Si](C)(C)C(C)(C)C)C(C)CC(C)=CC(C)C(O[Si](C)(C)C(C)(C)C)C(C)CN(C)C(=O)CC1CCCCC1. Reaction SMILES: [CH3:11][C:12]([CH3:13])([CH3:14])[Si:15]([O:16][CH:17]([CH:18]([CH:19]([CH:20]([CH:21]=[CH:22][CH:23]=[CH2:24])[CH3:25])[OH:26])[CH3:27])[CH:28]([CH2:29][C:30](=[CH:31][CH:32]([CH:33]([CH:34]([CH2:35][NH:36][CH3:37])[CH3:38])[O:39][Si:40]([CH3:41])([CH3:42])[C:43]([CH3:44])([CH3:45])[CH3:46])[CH3:47])[CH3:48])[CH3:49])([CH3:50])[CH3:51].[CH:1]1([CH2:7][C:8](=[O:9])[OH:10])[CH2:2][CH2:3][CH2:4][CH2:5][CH2:6]1.[CH:52]([N:53]([CH2:54][CH3:55])[CH:56]([CH3:57])[CH3:58])([CH3:59])[CH3:60].[O:61]=[CH:62][N:63]([CH3:64])[CH3:65]>>[CH:1]1([CH2:7][C:8](=[O:10])[N:36]([CH2:35][CH:34]([CH:33]([CH:32]([CH:31]=[C:30]([CH2:29][CH:28]([CH:17]([O:16][Si:15]([C:12]([CH3:11])([CH3:13])[CH3:14])([CH3:50])[CH3:51])[CH:18]([CH:19]([CH:20]([CH:21]=[CH:22][CH:23]=[CH2:24])[CH3:25])[OH:26])[CH3:27])[CH3:49])[CH3:48])[CH3:47])[O:39][Si:40]([CH3:41])([CH3:42])[C:43]([CH3:44])([CH3:45])[CH3:46])[CH3:38])[CH3:37])[CH2:2][CH2:3][CH2:4][CH2:5][CH2:6]1. Reactants: CS(=O)(=O)CC(=O)Nc1ccc(OCc2ccccc2)cc1, O=C(Nc1ccc(O)cc1)c1ccccn1. The product is CS(=O)(=O)CC(=O)Nc1ccc(O)cc1. Reaction SMILES: [CH2:1]([c:2]1[cH:3][cH:4][cH:5][cH:6][cH:7]1)[O:8][c:9]1[cH:10][cH:11][c:12]([NH:15][C:16]([CH2:17][S:18](=[O:19])(=[O:20])[CH3:21])=[O:22])[cH:13][cH:14]1.[OH:23][c:24]1[cH:25][cH:26][c:27]([NH:28][C:29]([c:30]2[cH:31][cH:32][cH:33][cH:34][n:35]2)=[O:36])[cH:37][cH:38]1>>[OH:8][c:9]1[cH:10][cH:11][c:12]([NH:15][C:16]([CH2:17][S:18](=[O:19])(=[O:20])[CH3:21])=[O:22])[cH:13][cH:14]1. Starting materials: CC1(S(N=C(OC1(C)C)OC1=CC=C(C=C1)[N+](=O)[O-])(=O)=O)C (5,5,6,6-tetramethyl-2-(4-nitrophenoxy)-5,6-dihydro-1,4,3-oxathiazine 4,4-dioxide), Cl.NC12CCC(CC1)CC2 (1-aminobicyclo[2.2.2]octane hydrochloride). The solvent is ClCCl (dichloromethane), C(C)(C)N(C(C)C)CC (N,N-diisopropylethylamine). Run at time 72 hour. Yields the product NC12CCC(CC1)CC2 (1-Aminobicyclo[2.2.2]octane). Yield: 131.5%. RXN SMILES: CC1(C)C(C)(C)OC(OC2C=CC([N+]([O-])=O)=CC=2)=NS1(=O)=O.Cl.[NH2:24][C:25]12[CH2:32][CH2:31][CH:28]([CH2:29][CH2:30]1)[CH2:27][CH2:26]2>ClCCl.C(N(CC)C(C)C)(C)C>[NH2:24][C:25]12[CH2:32][CH2:31][CH:28]([CH2:29][CH2:30]1)[CH2:27][CH2:26]2 |f:1.2|. Reported procedure: 300 mg of 5,5,6,6-tetramethyl-2-(4-nitrophenoxy)-5,6-dihydro-1,4,3-oxathiazine 4,4-dioxide and 163 mg of 1-aminobicyclo[2.2.2]octane hydrochloride were dissolved in a mixture of 5 ml of dichloromethane and 0.38 ml of N,N-diisopropylethylamine, and the mixture was stirred at room temperature for 72 hours. Subsequently, the reaction solution was concentrated by rotary evaporation and the residue was purified in a purification laboratory by means of preparative HPLC. After lyophilization of the pro... Reactants: O.C1(=CC=C(C=C1)S(=O)(=O)N1[C@H](C(=O)O)CCC1)C (N-(Toluene-4-sulfonyl)-L-proline hydrate), [Li+].[OH-] (LiOH), Cl.COC([C@@H](N)C)=O (L-alanine methyl ester hydrochloride), methyl ester. Solvent: C1CCOC1.O (THF water). Product: C1(=CC=C(C=C1)S(=O)(=O)N1[C@H](C(=O)N[C@@H](C)C(=O)O)CCC1)C (N-(Toluene-4-sulfonyl)-L-prolyl-L-alanine). RXN SMILES: O.[C:2]1([CH3:19])[CH:7]=[CH:6][C:5]([S:8]([N:11]2[CH2:18][CH2:17][CH2:16][C@H:12]2[C:13]([OH:15])=O)(=[O:10])=[O:9])=[CH:4][CH:3]=1.Cl.C[O:22][C:23](=[O:27])[C@H:24]([CH3:26])[NH2:25].[Li+].[OH-]>C1COCC1.O>[C:2]1([CH3:19])[CH:3]=[CH:4][C:5]([S:8]([N:11]2[CH2:18][CH2:17][CH2:16][C@H:12]2[C:13]([NH:25][C@H:24]([C:23]([OH:27])=[O:22])[CH3:26])=[O:15])(=[O:9])=[O:10])=[CH:6][CH:7]=1 |f:0.1,2.3,4.5,6.7|. Procedure: N-(Toluene-4-sulfonyl)-L-proline hydrate was coupled to L-alanine methyl ester hydrochloride using the procedure described in Method 3. The resulting methyl ester was deesterified via hydrolysis using LiOH in THF/water to provide the title compound as a solid, mp=160.5-162.5° C. The reactants are COC(CC=1C=C(C(=CC1)OC)C1=C(C=C(C=C1)C(F)(F)F)C=O)=O ((2′-formyl-6-methoxy-4′-trifluoromethyl-biphenyl-3-yl)-acetic acid methyl ester), C1[C@H]([C@H](C2=CC=CC=C21)N)O ((1S,2R)-(−)-cis-1-amino-2-indanol). The product is COC(CC=1C=C(C(=CC1)OC)C1=C(C=C(C=C1)C(F)(F)F)CN[C@H]1[C@H](CC2=CC=CC=C12)O)=O ({2′-[((1R,2S)-2-Hydroxy-indan-1-ylamino)-methyl]-6-methoxy-4′-trifluoromethyl-biphenyl-3-yl}-acetic acid methyl ester). Reaction SMILES: [CH3:1][O:2][C:3](=[O:25])[CH2:4][C:5]1[CH:6]=[C:7]([C:13]2[CH:18]=[CH:17][C:16]([C:19]([F:22])([F:21])[F:20])=[CH:15][C:14]=2[CH:23]=O)[C:8]([O:11][CH3:12])=[CH:9][CH:10]=1.[CH2:26]1[C:34]2[C:29](=[CH:30][CH:31]=[CH:32][CH:33]=2)[C@H:28]([NH2:35])[C@@H:27]1[OH:36]>>[CH3:1][O:2][C:3](=[O:25])[CH2:4][C:5]1[CH:6]=[C:7]([C:13]2[CH:18]=[CH:17][C:16]([C:19]([F:21])([F:22])[F:20])=[CH:15][C:14]=2[CH2:23][NH:35][C@@H:28]2[C:29]3[C:34](=[CH:33][CH:32]=[CH:31][CH:30]=3)[CH2:26][C@@H:27]2[OH:36])[C:8]([O:11][CH3:12])=[CH:9][CH:10]=1. Procedure: Prepared according to the procedure described in Example 1, Step 5, using the following starting materials: (2′-formyl-6-methoxy-4′-trifluoromethyl-biphenyl-3-yl)-acetic acid methyl ester and (1S,2R)-(−)-cis-1-amino-2-indanol.